From a dataset of the Open Reaction Database (ORD), a public repository of structured organic reaction records. describe an organic reaction: reactants, conditions, products, and yield The reactants are FC1=C(OC=2N=CC(=NC2)C(=O)N)C=CC(=C1)C=O (5-(2-fluoro-4-formylphenoxy)pyrazine-2-carboxamide), [BH4-].[Na+] (NaBH4), C(CCCC)N (amylamine), ( Å ). The solvent is CO (methanol). Conditions: time 8 hour. Product: FC1=C(OC=2N=CC(=NC2)C(=O)N)C=CC(=C1)CNCCCCC (5-(2-Fluoro-4-pentylaminomethylphenoxy)pyrazine-2-carboxamide). Isolated yield 65.7%. Reaction SMILES: [F:1][C:2]1[CH:17]=[C:16]([CH:18]=O)[CH:15]=[CH:14][C:3]=1[O:4][C:5]1[N:6]=[CH:7][C:8]([C:11]([NH2:13])=[O:12])=[N:9][CH:10]=1.[CH2:20]([NH2:25])[CH2:21][CH2:22][CH2:23][CH3:24].[BH4-].[Na+]>CO>[F:1][C:2]1[CH:17]=[C:16]([CH2:18][NH:25][CH2:20][CH2:21][CH2:22][CH2:23][CH3:24])[CH:15]=[CH:14][C:3]=1[O:4][C:5]1[N:6]=[CH:7][C:8]([C:11]([NH2:13])=[O:12])=[N:9][CH:10]=1 |f:2.3|. Procedure: Place 5-(2-fluoro-4-formylphenoxy)pyrazine-2-carboxamide (Example 737, Part E) (0.400 g, 1.53 mmol), amylamine (0.147 g, 1.68 mmol) and 3 {acute over (Å)} molecular sieves in a vial. Add methanol (7.7 mL), cap and stir overnight. Add NaBH4 (0.058 g, 1.53 mmol) and stir until the gasses stop evolving. Load the reaction mixture directly onto a 25 g ISCO® pre-load column. Dry the column in a vacuum oven at room temperature. Purify by eluting through a 40 g ISCO® column 0% to 15% (2.0 M NH3 in metha... The reactants are C1(=CC=CC=C1)C1=NOC(=C1)C(CCC)=O (3-phenyl-5-butyrylisoxazole), Cl.N1CCCC1 (pyrrolidine hydrochloride), C=O (paraformaldehyde), Cl (hydrochloric acid). Run in O1CCOCC1 (dioxane). The product is Cl.C1(=CC=CC=C1)C1=NOC(=C1)C(C(CC)CN1CCCC1)=O (3-Phenyl-5-{2-(1-pyrrolidinylmethyl)butyryl} isoxazole hydrochloride). RXN SMILES: [C:1]1([C:7]2[CH:11]=[C:10]([C:12](=[O:16])[CH2:13][CH2:14][CH3:15])[O:9][N:8]=2)[CH:6]=[CH:5][CH:4]=[CH:3][CH:2]=1.[ClH:17].[NH:18]1[CH2:22][CH2:21][CH2:20][CH2:19]1.[CH2:23]=O.Cl>O1CCOCC1>[ClH:17].[C:1]1([C:7]2[CH:11]=[C:10]([C:12](=[O:16])[CH:13]([CH2:23][N:18]3[CH2:22][CH2:21][CH2:20][CH2:19]3)[CH2:14][CH3:15])[O:9][N:8]=2)[CH:2]=[CH:3][CH:4]=[CH:5][CH:6]=1 |f:1.2,6.7|. Reported procedure: In a similar manner to Example 1, 14 g (85.1 mmol) of 3-phenyl-5-butyrylisoxazole, 8.4 g (78.5 mmol) of pyrrolidine hydrochloride, 2.6 g (86.7 mmol) of paraformaldehyde and 20 droplets of concentrated hydrochloric acid were reacted in 20 ml of dioxane so that 3-phenyl-5-{2-(1-pyrrolidinylmethyl)butyvyl} was obtained. The reactants are O (H2O), C(C)(C)(C)OC(=O)N1C=CC2=C1N=CN=C2N2CCN(C1(CC1)C2)S(NCCC2=CC=CC=C2)(=O)=O (4-(4-Phenethylsulfamoyl-4,7-diaza-spiro[2.5]oct-7-yl)-pyrrolo[2,3-d]pyrimidine-7-carboxylic acid tert-butyl ester), C(C)(C)(C)OC(=O)N1C=CC2=C1N=CN=C2N2CCN(C1(CC1)C2)S(NCCC2=CC=CC=C2)(=O)=O (4-(4-Phenethylsulfamoyl-4,7-diaza-spiro[2.5]oct-7-yl)-pyrrolo[2,3-d]pyrimidine-7-carboxylic acid tert-butyl ester), C(=O)([O-])[O-].[Cs+].[Cs+] (Cs2CO3), BrCC (bromo-ethane). Run in CN(C)C=O (DMF). Reaction conditions: time 16 hour. Product: C(C)(C)(C)OC(=O)N1C=CC2=C1N=CN=C2N2CCN(C1(CC1)C2)S(N(CCCC2=CC=CC=C2)CCC2=CC=CC=C2)(=O)=O (4-{4-[Phenethyl-(3-phenyl-propyl)-sulfamoyl]-4,7-diaza-spiro[2.5]oct-7-yl}-pyrrolo[2,3-d]pyrimidine-7-carboxylic acid tert-butyl ester). Reaction SMILES: [C:1]([O:5][C:6]([N:8]1[C:12]2[N:13]=[CH:14][N:15]=[C:16]([N:17]3[CH2:24][C:21]4([CH2:23][CH2:22]4)[N:20]([S:25](=[O:36])(=[O:35])[NH:26][CH2:27][CH2:28][C:29]4[CH:34]=[CH:33][CH:32]=[CH:31][CH:30]=4)[CH2:19][CH2:18]3)[C:11]=2[CH:10]=[CH:9]1)=[O:7])([CH3:4])([CH3:3])[CH3:2].C([O-])([O-])=O.[Cs+].[Cs+].Br[CH2:44][CH3:45].O>CN(C=O)C>[C:1]([O:5][C:6]([N:8]1[C:12]2[N:13]=[CH:14][N:15]=[C:16]([N:17]3[CH2:24][C:21]4([CH2:23][CH2:22]4)[N:20]([S:25](=[O:35])(=[O:36])[N:26]([CH2:27][CH2:28][C:29]4[CH:34]=[CH:33][CH:32]=[CH:31][CH:30]=4)[CH2:2][CH2:1][CH2:3][C:45]4[CH:44]=[CH:12][CH:11]=[CH:10][CH:9]=4)[CH2:19][CH2:18]3)[C:11]=2[CH:10]=[CH:9]1)=[O:7])([CH3:4])([CH3:2])[CH3:3] |f:1.2.3|. Procedure details: 4-(4-Phenethylsulfamoyl-4,7-diaza-spiro[2.5]oct-7-yl)-pyrrolo[2,3-d]pyrimidine-7-carboxylic acid tert-butyl ester (intermediate 6) (0.1 mmol) was dissolved in dry DMF (0.5 mL) and added Cs2CO3 (0.12 mmol) and bromo-ethane (0.12 mmol). Stirred at rt for 16 h and then added H2O (2 mL). Extracted with EtOAc (3×2 mL) and the combined organic phases were concentrated in vacuo. The residual oil was treated with TFA (1 mL) at rt for 3 h. The pure compound was obtained by standard preparative HPLC purif... The reactants are [Si](C)(C)(C(C)(C)C)OCC=O (2-(Tert-butyldimethylsilyloxy)acetaldehyde), C(C)OC(CP(C1=CC=CC=C1)(C1=CC=CC=C1)C1=CC=CC=C1)=O ((2-ethoxy-2-oxoethyl)triphenylphosphorane). The solvent is C1(=CC=CC=C1)C (toluene). Conditions: time 8 hour. The product is [Si](C)(C)(C(C)(C)C)OC/C=C/C(=O)OCC ((E)-Ethyl 4-(tert-butyldimethylsilyloxy)but-2-enoate). Isolated yield 97.8%. As a reaction SMILES: [Si:1]([O:8][CH2:9][CH:10]=O)([C:4]([CH3:7])([CH3:6])[CH3:5])([CH3:3])[CH3:2].[CH2:12]([O:14][C:15](=[O:36])[CH2:16]P(C1C=CC=CC=1)(C1C=CC=CC=1)C1C=CC=CC=1)[CH3:13]>C1(C)C=CC=CC=1>[Si:1]([O:8][CH2:9]/[CH:10]=[CH:16]/[C:15]([O:14][CH2:12][CH3:13])=[O:36])([C:4]([CH3:5])([CH3:6])[CH3:7])([CH3:2])[CH3:3]. Procedure: 2-(Tert-butyldimethylsilyloxy)acetaldehyde (10.0 g, 57.3 mmol) was added to a solution of (2-ethoxy-2-oxoethyl)triphenylphosphorane (20.0 g, 57.4 mmol) in 150 mL toluene, the mixture was stirred at RT overnight and then heated to 50° C. for 5 hrs. Solvents were removed and the residue was suspended in 400 mL of hexane. The solution was filtered, the filtrate was concentrated to give the product 3A as a colorless liquid 13.7 g (98%). 1H NMR (400 MHz, CDCl3) δ ppm 0.08 (s, 6H), 0.92 (s, 9H), 1.30 ... The reactants are C(C1=CC=CC=C1)OCCC#N (3-(benzyloxy)propanenitrile), COC1CCCC1 (methoxycyclopentane), C(C)[Mg]Br (ethyl magnesium bromide), [OH-].[Na+] (sodium hydroxide). The reagents and catalysts are CC(C)[O-].CC(C)[O-].CC(C)[O-].CC(C)[O-].[Ti+4] (tetraisopropyl orthotitanate). Run in O (water), O (water). Run at time 3 hour. Product: C(C1=CC=CC=C1)OCCC1(CC1)N (1-[2-(benzyloxy)ethyl]cyclopropaneamine). RXN SMILES: [CH2:1]([O:8][CH2:9][CH2:10][C:11]#[N:12])[C:2]1[CH:7]=[CH:6][CH:5]=[CH:4][CH:3]=1.CO[CH:15]1CCC[CH2:16]1.C([Mg]Br)C.[OH-].[Na+]>O.CC([O-])C.CC([O-])C.CC([O-])C.CC([O-])C.[Ti+4]>[CH2:1]([O:8][CH2:9][CH2:10][C:11]1([NH2:12])[CH2:16][CH2:15]1)[C:2]1[CH:7]=[CH:6][CH:5]=[CH:4][CH:3]=1 |f:3.4,6.7.8.9.10|. Procedure: To a mixture of the compound (24.7 g) obtained in step (1) above, tetraisopropyl orthotitanate (49.4 mL) and methoxycyclopentane (306 mL), ethyl magnesium bromide (about 3 mol/L, solution in diethyl ether, 102 mL) was added at 0° C. and thereafter the mixture was stirred at room temperature for 3 hours. After adding boron trifluoride/diethylether complex (38.8 mL) at 0° C., the mixture was stirred at room temperature for 1.5 hours. After adding water at 0° C., pH was adjusted to 12 by adding a s... The reactants are CC(C)(C)OC(=O)n1c(CN2CCN(Cc3ccc(-c4ccc(Cl)s4)cc3)CC2=O)cc2cnccc21, ClCCl, O=C(O)C(F)(F)F. Product: O=C1CN(Cc2ccc(-c3ccc(Cl)s3)cc2)CCN1Cc1cc2cnccc2[nH]1. Reaction SMILES: [C:1]([O:2][C:3](=[O:4])[n:8]1[c:9]([CH2:17][N:18]2[C:19](=[O:37])[CH2:20][N:21]([CH2:24][c:25]3[cH:26][cH:27][c:28](-[c:31]4[s:32][c:33]([Cl:36])[cH:34][cH:35]4)[cH:29][cH:30]3)[CH2:22][CH2:23]2)[cH:10][c:11]2[cH:12][n:13][cH:14][cH:15][c:16]12)([CH3:5])([CH3:6])[CH3:7].[Cl:45][CH2:46][Cl:47].[F:38][C:39]([F:40])([F:41])[C:42]([OH:43])=[O:44]>>[nH:8]1[c:9]([CH2:17][N:18]2[C:19](=[O:37])[CH2:20][N:21]([CH2:24][c:25]3[cH:26][cH:27][c:28](-[c:31]4[s:32][c:33]([Cl:36])[cH:34][cH:35]4)[cH:29][cH:30]3)[CH2:22][CH2:23]2)[cH:10][c:11]2[cH:12][n:13][cH:14][cH:15][c:16]12. Reactants: FC=1C(NC2=CC(=CC=C2C1)OC)=O (3-fluoro-7-methoxyquinolin-2(1H)-one), O=P(Cl)(Cl)Cl (POCl3). Reaction conditions: time 1 hour. The product is ClC1=NC2=CC(=CC=C2C=C1F)OC (2-chloro-3-fluoro-7-methoxyquinoline). Yield: 35.9%. RXN SMILES: [F:1][C:2]1[C:3](=O)[NH:4][C:5]2[C:10]([CH:11]=1)=[CH:9][CH:8]=[C:7]([O:12][CH3:13])[CH:6]=2.O=P(Cl)(Cl)[Cl:17]>>[Cl:17][C:3]1[C:2]([F:1])=[CH:11][C:10]2[C:5](=[CH:6][C:7]([O:12][CH3:13])=[CH:8][CH:9]=2)[N:4]=1. Reported procedure: A mixture of 3-fluoro-7-methoxyquinolin-2(1H)-one (1.40 g, 7.25 mmol) and POCl3 (13.3 ml, 145 mmol) was stirred at 110 C (bath) for 1 hour. The POCl3 was removed under reduced pressure. Ethyl acetate (30 mL) and saturated sodium bicarbonate (30 mL) were added and stirred for 10 minutes. The organic layer was separated, washed with brine, dried (sodium sulfate), filtered and concentrated under reduced pressure. The crude residue was purified by flash chromatography on silica gel (10:1 hexane/ethy...